From a dataset of the Open Reaction Database (ORD), a public repository of structured organic reaction records. describe an organic reaction: reactants, conditions, products, and yield Yields the product CC1=C(C(=NC(=N1)C1=CC=CC=C1)C1=C(C=CC(=C1)[N+](=O)[O-])SC)C(=O)OCC (ethyl 6-methyl-4-(2-methylthio-5-nitrophenyl)-2-phenyl-5-pyrimidinecarboxylate). As a reaction SMILES: Cl[C:2]1[CH:7]=[CH:6][C:5]([N+:8]([O-:10])=[O:9])=[CH:4][C:3]=1[C:11]1[C:16]([C:17]([O:19][CH2:20][CH3:21])=[O:18])=[C:15]([CH3:22])[N:14]=[C:13]([C:23]2[CH:28]=[CH:27][CH:26]=[CH:25][CH:24]=2)[N:12]=1.[CH3:29][SH:30].[Na]>O1CCCC1>[CH3:22][C:15]1[N:14]=[C:13]([C:23]2[CH:28]=[CH:27][CH:26]=[CH:25][CH:24]=2)[N:12]=[C:11]([C:3]2[CH:4]=[C:5]([N+:8]([O-:10])=[O:9])[CH:6]=[CH:7][C:2]=2[S:30][CH3:29])[C:16]=1[C:17]([O:19][CH2:20][CH3:21])=[O:18] |f:1.2,^1:30|. Yield: 19.4%. Procedure: To a solution of tetrahydrofuran (25 ml), methylmercaptan-diemthylformamide solution (methylmercaptan 66 g/DMF 306 g) (5 ml) and ethyl 4-(2-chloro-5-nitrophenyl)-6-methyl-2-phenyl-5-pyrimidinecarboxylate (2 g), sodium methylmercaptan (0.42 g) was added, stirred for 3 h at ambient temperature. The reaction mixture was evaporated in vacuo and the residue was dissolved in a mixture of water (50 ml) and ethyl acetate (100 ml). The organic layer was washed with a saturated aqueous solution of sodium ... The reactants are methylmercaptan-diemthylformamide, ClC1=C(C=C(C=C1)[N+](=O)[O-])C1=NC(=NC(=C1C(=O)OCC)C)C1=CC=CC=C1 (ethyl 4-(2-chloro-5-nitrophenyl)-6-methyl-2-phenyl-5-pyrimidinecarboxylate), CS.[Na] (sodium methylmercaptan). The solvent is O1CCCC1 (tetrahydrofuran). Run at time 3 hour.